The task is: describe an organic reaction: reactants, conditions, products, and yield. This data is from the Open Reaction Database (ORD), a public repository of structured organic reaction records. The reactants are N1=CC=C(C=C1)SCCCCOC=1C=CC2=C(C(OC(N2)=O)(C)C)C1 (6-[4-(4-pyridylmercapto)-butoxy]-4,4-dimethyl-4H-3,1-benzoxazin-2-one), OO (hydrogen peroxide). Product: N1=CC=C(C=C1)S(=O)CCCCOC=1C=CC2=C(C(OC(N2)=O)(C)C)C1 (6-[4-(4-Pyridylsulfinyl)-butoxy]-4,4-dimethyl-4H-3,1-benzoxazin-2-one). Reaction SMILES: [N:1]1[CH:6]=[CH:5][C:4]([S:7][CH2:8][CH2:9][CH2:10][CH2:11][O:12][C:13]2[CH:14]=[CH:15][C:16]3[NH:21][C:20](=[O:22])[O:19][C:18]([CH3:24])([CH3:23])[C:17]=3[CH:25]=2)=[CH:3][CH:2]=1.[OH:26]O>>[N:1]1[CH:2]=[CH:3][C:4]([S:7]([CH2:8][CH2:9][CH2:10][CH2:11][O:12][C:13]2[CH:14]=[CH:15][C:16]3[NH:21][C:20](=[O:22])[O:19][C:18]([CH3:23])([CH3:24])[C:17]=3[CH:25]=2)=[O:26])=[CH:5][CH:6]=1. Reported procedure: Prepared analogously to Example 2 from 6-[4-(4-pyridylmercapto)-butoxy]-4,4-dimethyl-4H-3,1-benzoxazin-2-one and hydrogen peroxide. Starting materials: ClCC=1C2=CC=CC=C2C=C2C=CC=CC12 (9-chloromethylanthracene), C([O-])([O-])=O.[K+].[K+] (potassium carbonate), SC[C@@H]1[C@H](C[C@@H](O1)N1C(=O)NC(=O)C(C)=C1)O (5'-deoxy-5'-mercaptothymidine). Run in CC(=O)C (acetone). Yield: 34.8%. Procedure details: 258 mg (1 mmol) of 5'-deoxy-5'-mercaptothymidine was added to 20 ml of acetone. 272 mg (1.2 mmol) of 9-chloromethylanthracene and 1 g of anhydrous potassium carbonate were then added to the solution under an atmosphere of nitrogen. The resulting mixture was then stirred whilst being heated under reflux for 2 hours. At the end of this time, precipitates were filtered off from the reaction mixture, and the filtrate was freed from the solvent by distillation under reduced pressure. The residue was ... The product is C1=CC=CC2=CC3=CC=CC=C3C(=C12)CSC[C@@H]1[C@H](C[C@@H](O1)N1C(=O)NC(=O)C(C)=C1)O (5'-[(Anthracen-9-yl)methylthio]-5'-deoxythymidine). As a reaction SMILES: [SH:1][CH2:2][C@H:3]1[O:7][C@@H:6]([N:8]2[CH:16]=[C:14]([CH3:15])[C:12](=[O:13])[NH:11][C:9]2=[O:10])[CH2:5][C@@H:4]1[OH:17].Cl[CH2:19][C:20]1[C:21]2[C:26]([CH:27]=[C:28]3[C:33]=1[CH:32]=[CH:31][CH:30]=[CH:29]3)=[CH:25][CH:24]=[CH:23][CH:22]=2.C(=O)([O-])[O-].[K+].[K+]>CC(C)=O>[CH:22]1[C:21]2[C:26](=[CH:27][C:28]3[C:33]([C:20]=2[CH2:19][S:1][CH2:2][C@H:3]2[O:7][C@@H:6]([N:8]4[CH:16]=[C:14]([CH3:15])[C:12](=[O:13])[NH:11][C:9]4=[O:10])[CH2:5][C@@H:4]2[OH:17])=[CH:32][CH:31]=[CH:30][CH:29]=3)[CH:25]=[CH:24][CH:23]=1 |f:2.3.4|. The reactants are C1=CC=C(C=C1)P(C2=CC=CC=C2)C3=CC=CC=C3 (PPh3), C=1C=CC2=C(C1)N=NN2O (HOBT), II (I2), CCN(C(C)C)C(C)C (DIPEA), [Si](C)(C)(C(C)(C)C)O[C@H]1C[C@@H](O[C@@H]1CO[Si](C)(C)C(C)(C)C)N1C=NC=2C(O)=NC=NC12 (3′,5′-bis-O-(tert-butyldimethylsilyl)-2′-deoxyinosine). Solvent: C(Cl)Cl (CH2Cl2). Reaction conditions: time 20 minute. Yields the product N1(N=NC2=C1C=CC=C2)OC=2C=1N=CN([C@H]3C[C@H](O[Si](C)(C)C(C)(C)C)[C@@H](CO[Si](C)(C)C(C)(C)C)O3)C1N=CN2 (O6-(Benzotriazol-1-yl)-3′,5′-bis-O-(tert-butyldimethylsilyl)-2′-deoxyinosine). The yield is 93.0%. Reaction SMILES: C1C=CC(P(C2C=CC=CC=2)C2C=CC=CC=2)=CC=1.II.CCN(C(C)C)C(C)C.[Si:31]([O:38][C@@H:39]1[C@@H:43]([CH2:44][O:45][Si:46]([C:49]([CH3:52])([CH3:51])[CH3:50])([CH3:48])[CH3:47])[O:42][C@@H:41]([N:53]2[C:62]3[N:61]=[CH:60][N:59]=[C:57]([OH:58])[C:56]=3[N:55]=[CH:54]2)[CH2:40]1)([C:34]([CH3:37])([CH3:36])[CH3:35])([CH3:33])[CH3:32].[CH:63]1[CH:64]=[CH:65][C:66]2[N:71](O)[N:70]=[N:69][C:67]=2[CH:68]=1>C(Cl)Cl>[N:69]1([O:58][C:57]2[C:56]3[N:55]=[CH:54][N:53]([C:62]=3[N:61]=[CH:60][N:59]=2)[C@@H:41]2[O:42][C@H:43]([CH2:44][O:45][Si:46]([C:49]([CH3:50])([CH3:51])[CH3:52])([CH3:47])[CH3:48])[C@@H:39]([O:38][Si:31]([C:34]([CH3:36])([CH3:37])[CH3:35])([CH3:33])[CH3:32])[CH2:40]2)[C:67]2[CH:68]=[CH:63][CH:64]=[CH:65][C:66]=2[N:71]=[N:70]1. Procedure details: In a 50 mL round-bottom flask equipped with a stirring bar were placed PPh3 (0.823 g, 3.138 mmol) and I2 (0.800 g, 3.152 mmol) in dry CH2Cl2 (11.0 mL) and the mixture was stirred at room temperature for 20 min. DIPEA (1.5 mL, 8.62 mmol) and 3′,5′-bis-O-(tert-butyldimethylsilyl)-2′-deoxyinosine (1a) (0.500 g, 1.040 mmol) were added, and the mixture was allowed to stir at room temperature for 26 h. To this mixture was added HOBT (0.211 g, 1.561 mmol) and the reaction was allowed to continue and wa... The reactants are ClC1=C(C=O)C(=CC=C1)F (2-chloro-6-fluorobenzaldehyde), [N+](#[C-])CC(=O)OC (methyl isocyanoacetate), [H-].[Na+] (NaH), C1CCOC1 (THF). The solvent is CC(=O)O (HOAc). Conditions: time 3 hour. Yields the product COC(C(=CC1=C(C=CC=C1F)Cl)NC=O)=O (Methyl-2-(formylamino)-3-(2-chloro-6-fluorophenyl)acrylate), olefins. Isolated yield 64.0%. RXN SMILES: [H-].[Na+].C1C[O:6]CC1.[Cl:8][C:9]1[CH:16]=[CH:15][CH:14]=[C:13]([F:17])[C:10]=1[CH:11]=O.[N+:18]([CH2:20][C:21]([O:23][CH3:24])=[O:22])#[C-:19]>CC(O)=O>[CH3:24][O:23][C:21](=[O:22])[C:20]([NH:18][CH:19]=[O:6])=[CH:11][C:10]1[C:13]([F:17])=[CH:14][CH:15]=[CH:16][C:9]=1[Cl:8] |f:0.1|. Procedure details: NaH (60% in oil, 2.4 g, 0.06 mol, approx. 1.2 eq) was placed in a dry 50 ml flask and heated to 35 degrees. To it was slowly added 50 ml of a THF solution containing 2-chloro-6-fluorobenzaldehyde (7.93 g, 0.05 mol) and methyl isocyanoacetate (5 g, 0.05 mol). The reaction was then cooled to RT, and stirred for 3 hr. At that time, 10 ml of 10% HOAc was added. After 10 min, the contents were concentrated in vacuo to a dark brown oil, then diluted with CHCl3, and transferred to a sep funnel. The aqu...